Task: describe an organic reaction: reactants, conditions, products, and yield. Dataset: the Open Reaction Database (ORD), a public repository of structured organic reaction records Reactants: COC(=O)C1(C2CCOC2)C=CC(NC(=O)OC(C)(C)C)C1, CO, [Li+], C1CCOC1, [OH-], O, O. Product: CC(C)(C)OC(=O)NC1C=CC(C(=O)O)(C2CCOC2)C1. RXN SMILES: [C:1]([CH3:2])([CH3:3])([CH3:4])[O:5][C:6](=[O:7])[NH:8][CH:9]1[CH:10]=[CH:11][C:12]([C:14](=[O:15])[O:16][CH3:17])([CH:18]2[CH2:19][O:20][CH2:21][CH2:22]2)[CH2:13]1.[CH3:31][OH:32].[Li+:25].[O:26]1[CH2:27][CH2:28][CH2:29][CH2:30]1.[OH-:24].[OH2:23].[OH2:33]>>[C:1]([CH3:2])([CH3:3])([CH3:4])[O:5][C:6](=[O:7])[NH:8][CH:9]1[CH:10]=[CH:11][C:12]([C:14](=[O:15])[OH:16])([CH:18]2[CH2:19][O:20][CH2:21][CH2:22]2)[CH2:13]1. Reactants: CC1(CCCCC1)C(=O)Cl (1-methyl-1-cyclohexanecarboxylic acid chloride), COP(C1=CC=CC=C1)C1=CC=CC=C1 (methoxydiphenylphosphine). Yields the product CC1(CCCCC1)C(=O)P(C1=CC=CC=C1)(C1=CC=CC=C1)=O (1-methyl-cyclohexylcarbonyl-diphenylphosphine oxide), crude product. RXN SMILES: [CH3:1][C:2]1([C:8](Cl)=[O:9])[CH2:7][CH2:6][CH2:5][CH2:4][CH2:3]1.C[O:12][P:13]([C:20]1[CH:25]=[CH:24][CH:23]=[CH:22][CH:21]=1)[C:14]1[CH:19]=[CH:18][CH:17]=[CH:16][CH:15]=1>>[CH3:1][C:2]1([C:8]([P:13](=[O:12])([C:20]2[CH:21]=[CH:22][CH:23]=[CH:24][CH:25]=2)[C:14]2[CH:19]=[CH:18][CH:17]=[CH:16][CH:15]=2)=[O:9])[CH2:7][CH2:6][CH2:5][CH2:4][CH2:3]1. Reported procedure: Using a method similar to that of Example 2, 80 parts of 1-methyl-1-cyclohexanecarboxylic acid chloride and 108 parts of methoxydiphenylphosphine, in the absence of a solvent, give 100 parts of 1-methyl-cyclohexylcarbonyl-diphenylphosphine oxide as an oily crude product, which is purified by chromatography over silica gel (using toluene as the eluant). The reactants are CC(C)(C)[O-].[K+] (t-BuOK), C(C)(C)(C)OC(=O)N1CCC(CC1)CCOS(=O)(=O)C (4-(2-methanesulfonyloxyethyl)piperidine-1-carboxylic acid tert-butyl ester), O1C(=CC=2C=NC=CC21)CO (furo[3,2-c]pyridin-2-ylmethanol). Solvent: C1CCOC1 (THF). Conditions: temperature 20 celsius. The product is C(C)(C)(C)OC(=O)N1CCC(CC1)CCOCC1=CC=2C=NC=CC2O1 (4-[2-(Furo[3,2-c]pyridin-2-ylmethoxy)ethyl]piperidine-1-carboxylic acid tert-butyl ester). RXN SMILES: CC([O-])(C)C.[K+].[C:7]([O:11][C:12]([N:14]1[CH2:19][CH2:18][CH:17]([CH2:20][CH2:21][O:22]S(C)(=O)=O)[CH2:16][CH2:15]1)=[O:13])([CH3:10])([CH3:9])[CH3:8].[O:27]1[C:35]2[CH:34]=[CH:33][N:32]=[CH:31][C:30]=2[CH:29]=[C:28]1[CH2:36]O>C1COCC1>[C:7]([O:11][C:12]([N:14]1[CH2:19][CH2:18][CH:17]([CH2:20][CH2:21][O:22][CH2:36][C:28]2[O:27][C:35]3[CH:34]=[CH:33][N:32]=[CH:31][C:30]=3[CH:29]=2)[CH2:16][CH2:15]1)=[O:13])([CH3:10])([CH3:9])[CH3:8] |f:0.1|. Reported procedure: t-BuOK (45 mg, 401 μmol) and 4-(2-methanesulfonyloxyethyl)piperidine-1-carboxylic acid tert-butyl ester (134 mg, 436 μmol) were added to a stirred solution of furo[3,2-c]pyridin-2-ylmethanol (Preparation 4, 50 mg, 336 μmol) in anhydrous THF (5 mL). The reaction was heated under reflux for 6 h, before being cooled to 20° C. and quenched with saturated aqueous NH4Cl. The mixture was extracted twice with EtOAc, then the combined organic extracts were washed with brine, dried (MgSO4), filtered, and ... Reactants: NNC(=O)OCc1ccccc1, CO, O=C1CCOC1. Product: O=C(NN=C1CCOC1)OCc1ccccc1. As a reaction SMILES: [C:7]([NH:8][NH2:9])(=[O:10])[O:11][CH2:12][c:13]1[cH:14][cH:15][cH:16][cH:17][cH:18]1.[CH3:19][OH:20].[O:1]=[C:2]1[CH2:3][O:4][CH2:5][CH2:6]1>>[C:2]1(=[N:9][NH:8][C:7](=[O:10])[O:11][CH2:12][c:13]2[cH:14][cH:15][cH:16][cH:17][cH:18]2)[CH2:3][O:4][CH2:5][CH2:6]1. Starting materials: COCCO (2-Methoxyethanol), C1(=CC=CC=C1)P(C1=CC=CC=C1)C1=CC=CC=C1 (triphenylphosphine), N(=NC(=O)OC(C)C)C(=O)OC(C)C (diisopropyl azodicarboxylate), O(C1=CC=CC=C1)C1=NC=CC=C1OCCCC1=C(C=NC=C1)O (2-phenoxy-3-[3-(3-hydroxypyridin-4-yl)propoxy]pyridine). Run in C1CCOC1 (THF). Reaction conditions: temperature 60 celsius, time 1 hour. Yields the product O(C1=CC=CC=C1)C1=NC=CC=C1OCCCC1=C(C=NC=C1)OCCOC (2-phenoxy-3-[3-(3-methoxyethoxypyridin-4-yl)propoxy]pyridine). RXN SMILES: [CH3:1][O:2][CH2:3][CH2:4]O.C1(P(C2C=CC=CC=2)C2C=CC=CC=2)C=CC=CC=1.N(C(OC(C)C)=O)=NC(OC(C)C)=O.[O:39]([C:46]1[C:51]([O:52][CH2:53][CH2:54][CH2:55][C:56]2[CH:61]=[CH:60][N:59]=[CH:58][C:57]=2[OH:62])=[CH:50][CH:49]=[CH:48][N:47]=1)[C:40]1[CH:45]=[CH:44][CH:43]=[CH:42][CH:41]=1>C1COCC1>[O:39]([C:46]1[C:51]([O:52][CH2:53][CH2:54][CH2:55][C:56]2[CH:61]=[CH:60][N:59]=[CH:58][C:57]=2[O:62][CH2:4][CH2:3][O:2][CH3:1])=[CH:50][CH:49]=[CH:48][N:47]=1)[C:40]1[CH:45]=[CH:44][CH:43]=[CH:42][CH:41]=1. Procedure: 2-Methoxyethanol (0.08 g, 0.93 mmol) and triphenylphosphine (0.32 g, 1.2 mmol) are dissolved in THF (20 ml), and thereto are successively added with stirring diisopropyl azodicarboxylate (0.17 g, 0.93 mmol) and 2-phenoxy-3-[3-(3-hydroxypyridin-4-yl)propoxy]pyridine (0.20 g, 0.62 mmol) obtained in Example 30 under ice-cooling. The mixture is further stirred at 60° C. for one hour, and the reaction solution is concentrated under reduced pressure. To the residue is added ethyl acetate (50 ml), and ... The reactants are C(#N)N1CCN(CC1)C1=NC2=CC(=C(C=C2C(=N1)N)OC)OC (2-(4-cyanopiperazin-1-yl)-4-amino-6,7-dimethoxyquinazoline), C(CCC)S (n-butyl mercaptan). Run in COCCOCCOC (diethyleneglycol dimethyl ether). Conditions: time 2 hour. Product: NC1=NC(=NC2=CC(=C(C=C12)OC)OC)N1CCN(CC1)C(=N)SCCCC (4-(4-Amino-6,7-dimethoxyquinazolin-2-yl)piperazine-1-thio-imidic Acid, S-n-butyl Ester). RXN SMILES: [C:1]([N:3]1[CH2:8][CH2:7][N:6]([C:9]2[N:18]=[C:17]([NH2:19])[C:16]3[C:11](=[CH:12][C:13]([O:22][CH3:23])=[C:14]([O:20][CH3:21])[CH:15]=3)[N:10]=2)[CH2:5][CH2:4]1)#[N:2].[CH2:24]([SH:28])[CH2:25][CH2:26][CH3:27]>COCCOCCOC>[NH2:19][C:17]1[C:16]2[C:11](=[CH:12][C:13]([O:22][CH3:23])=[C:14]([O:20][CH3:21])[CH:15]=2)[N:10]=[C:9]([N:6]2[CH2:7][CH2:8][N:3]([C:1]([S:28][CH2:24][CH2:25][CH2:26][CH3:27])=[NH:2])[CH2:4][CH2:5]2)[N:18]=1. Reported procedure: To a solution of 6.3 g. (0.02 mole) of 2-(4-cyanopiperazin-1-yl)-4-amino-6,7-dimethoxyquinazoline in 75 ml. of diethyleneglycol dimethyl ether is added dropwise over 15 minutes a solution of 1.8 g. (0.02 mole) n-butyl mercaptan in 25 ml. of the same solvent. The resulting mixture is stirred at 20°-25° C. for 2 hours, then the solvent is removed in vacuo. The residue is triturated with ethyl ether, filtered and dried to obtain the title compound.